Dataset: the Open Reaction Database (ORD), a public repository of structured organic reaction records. Task: describe an organic reaction: reactants, conditions, products, and yield Starting materials: N (ammonia), BrC=1C=C2C(=C(N=NC2=CC1OC)C(=O)O)O (6-Bromo-4-hydroxy-7-methoxycinnoline-3-carboxylic acid), O=S(Cl)Cl (SOCl2), CN(C)C=O (DMF). The solvent is CC(=O)C (acetone). Conditions: time 15 minute. The product is BrC=1C=C2C(=C(N=NC2=CC1OC)C(=O)N)Cl (6-Bromo-4-chloro-7-methoxycinnoline-3-carboxamide), solid. The yield is 94.0%. RXN SMILES: [Br:1][C:2]1[CH:3]=[C:4]2[C:9](=[CH:10][C:11]=1[O:12][CH3:13])[N:8]=[N:7][C:6](C(O)=O)=[C:5]2O.O=S(Cl)[Cl:20].C[N:23]([CH:25]=[O:26])C.N>CC(C)=O>[Br:1][C:2]1[CH:3]=[C:4]2[C:9](=[CH:10][C:11]=1[O:12][CH3:13])[N:8]=[N:7][C:6]([C:25]([NH2:23])=[O:26])=[C:5]2[Cl:20]. Procedure: To a 1 L round bottom flask charged with 6-bromo-4-hydroxy-7-methoxycinnoline-3-carboxylic acid (Method 18) (14 g, 46.8 mmol) was added SOCl2 (342 ml) and DMF (1 ml). The resulting mixture was heated to reflux for 4 hours before being cooled to rt. The reaction mixture was conc. in vacuo to yield a residue which was suspended in acetone (˜400 ml). The suspension was cooled to 0° C. in an ice bath and conc. aqueous ammonia (50 ml, 1284 mmol) was added drop wise via an addition funnel and the resu... Reactants: CN1C(C=CC=C1)=S (1-methyl-2(1H)-pyridinethione), CC1=C(CCl)C=C(C=C1)C (2,5-dimethylbenzyl-chloride). Run in C1(=CC=CC=C1)C (toluene). Conditions: temperature 70 celsius. The product is [Cl-].CC1=C(C=C(C=C1)C)CSC1=[N+](C=CC=C1)C (2-[[(2,5-dimethylphenyl)methyl]thio]-1-methyl-pyridinium chloride). Reaction SMILES: [CH3:1][N:2]1[CH:7]=[CH:6][CH:5]=[CH:4][C:3]1=[S:8].[CH3:9][C:10]1[CH:17]=[CH:16][C:15]([CH3:18])=[CH:14][C:11]=1[CH2:12][Cl:13]>C1(C)C=CC=CC=1>[Cl-:13].[CH3:9][C:10]1[CH:17]=[CH:16][C:15]([CH3:18])=[CH:14][C:11]=1[CH2:12][S:8][C:3]1[CH:4]=[CH:5][CH:6]=[CH:7][N+:2]=1[CH3:1] |f:3.4|. Reported procedure: A mixture of 5.0 g of 1-methyl-2(1H)-pyridinethione and 6.2 g of 2,5-dimethylbenzyl-chloride in 40 ml of toluene was heated for five hours at 70° C. A pale yellow solid was filtered from the cooled mixture. Yield was 5 g having a melting point of 130-137° C. NMR and infrared spectra were consistent with the structure. The reactants are C1=C(C)C=CC(C(C)C)=C1O (thymol), C[C@@H]1CC[C@H]([C@H](C1)O)C(C)C (d-neomenthol), C[C@H]1CC[C@@H]([C@H](C1)O)C(C)C (d-menthol). The product is C[C@@H]1CC[C@H]([C@@H](C1)O)C(C)C (d,l-menthol). Reaction SMILES: [CH:1]1[C:10]([OH:11])=[C:6]([CH:7]([CH3:9])[CH3:8])[CH:5]=[CH:4][C:2]=1[CH3:3].C[C@H]1C[C@H](O)[C@H](C(C)C)CC1.C[C@@H]1C[C@H](O)[C@@H](C(C)C)CC1>>[CH3:3][C@H:2]1[CH2:1][C@@H:10]([OH:11])[C@H:6]([CH:7]([CH3:9])[CH3:8])[CH2:5][CH2:4]1. Procedure: Mixtures of 50 to 70 % by weight of thymol with 50 to 30 % by weight of d-neomenthol or d-menthol were used as starting material in accordance with the general conditions described above. In Table I below, column 1 gives the composition of the starting material, column 2 the balance yield of d,l-menthol in percent of the theoretical, whilst the other columns give the contents in the reaction product of d,l-neomenthol, d,l-isomenthol, menthone and other ketones, also hydrocarbons, the OH-number, ... Starting materials: CCCC(C(=O)OCC)c1cc(OCc2ccccc2)cc(-c2ccc(C(F)(F)F)cc2)c1, CCO, [H][H]. The product is CCCC(C(=O)OCC)c1cc(O)cc(-c2ccc(C(F)(F)F)cc2)c1. RXN SMILES: [CH2:1]([CH3:2])[O:3][C:4]([CH:5]([CH2:6][CH2:7][CH3:8])[c:9]1[cH:10][c:11](-[c:23]2[cH:24][cH:25][c:26]([C:29]([F:30])([F:31])[F:32])[cH:27][cH:28]2)[cH:12][c:13]([O:15][CH2:16][c:17]2[cH:18][cH:19][cH:20][cH:21][cH:22]2)[cH:14]1)=[O:33].[CH3:36][CH2:37][OH:38].[H:34][H:35]>>[CH2:1]([CH3:2])[O:3][C:4]([CH:5]([CH2:6][CH2:7][CH3:8])[c:9]1[cH:10][c:11](-[c:23]2[cH:24][cH:25][c:26]([C:29]([F:30])([F:31])[F:32])[cH:27][cH:28]2)[cH:12][c:13]([OH:15])[cH:14]1)=[O:33]. The reactants are [H-].[Al+3].[Li+].[H-].[H-].[H-] (lithium aluminium hydride), CC1=CC=C(OCCNC(C)=O)C=C1 (N-[2-(4-methylphenoxy)ethyl]acetamide). Run in CCOCC (ether). Run at time 24 hour. The product is C(C)NCCOC1=CC=C(C=C1)C (N-Ethyl-N-[2-(4-methylphenoxy)ethyl]amine). Reaction SMILES: [H-].[Al+3].[Li+].[H-].[H-].[H-].[CH3:7][C:8]1[CH:20]=[CH:19][C:11]([O:12][CH2:13][CH2:14][NH:15][C:16](=O)[CH3:17])=[CH:10][CH:9]=1>CCOCC>[CH2:16]([NH:15][CH2:14][CH2:13][O:12][C:11]1[CH:10]=[CH:9][C:8]([CH3:7])=[CH:20][CH:19]=1)[CH3:17] |f:0.1.2.3.4.5|. Procedure details: To a chilled suspension of 0.49 g (013 mol) lithium aluminium hydride in 50 mL anhydrous ether, add 5.0 g (025 mol) N-[2-(4-methylphenoxy)ethyl]acetamide at a rate which maintains the reaction temperature below 10° C. Allow to warm to room temperature and stir at ambient temp. for 24 hrs. After this time, quench the mixture with H2O and filter the salts. Concentrate the filtrate to obtain the title compound. Starting materials: CON(C(=O)C1=CN(C2=NC=CC=C2C1=O)CC1=NC(=CC=C1)Br)C (1-(6-Bromo-pyridin-2-ylmethyl)-4-oxo-1,4-dihydro-[1,8]naphthyridine-3-carboxylic acid methoxy-methyl-amide), COC=1C=C(C=CC1OC)[Mg]Br (3,4-dimethoxyphenylmagnesium bromide). The solvent is C1CCOC1 (THF). Run at time 30 minute. The product is BrC1=CC=CC(=N1)CN1C=C(C(C2=CC=CN=C12)=O)C(C1=CC(=C(C=C1)OC)OC)=O (1-(6-Bromo-pyridin-2-ylmethyl)-3-(3,4-dimethoxy-benzoyl)-1H-[1,8]naphthyridin-4-one). Isolated yield 18.5%. Reaction SMILES: CON(C)[C:4]([C:6]1[C:15](=[O:16])[C:14]2[C:9](=[N:10][CH:11]=[CH:12][CH:13]=2)[N:8]([CH2:17][C:18]2[CH:23]=[CH:22][CH:21]=[C:20]([Br:24])[N:19]=2)[CH:7]=1)=[O:5].[CH3:26][O:27][C:28]1[CH:29]=[C:30]([Mg]Br)[CH:31]=[CH:32][C:33]=1[O:34][CH3:35]>C1COCC1>[Br:24][C:20]1[N:19]=[C:18]([CH2:17][N:8]2[C:9]3[C:14](=[CH:13][CH:12]=[CH:11][N:10]=3)[C:15](=[O:16])[C:6]([C:4](=[O:5])[C:31]3[CH:30]=[CH:29][C:28]([O:27][CH3:26])=[C:33]([O:34][CH3:35])[CH:32]=3)=[CH:7]2)[CH:23]=[CH:22][CH:21]=1. Procedure details: Experimental conditions analogous to those described for Step 6 of Example 60, from 100 mg (0.248 mmol) of 1-(6-Bromo-pyridin-2-ylmethyl)-4-oxo-1,4-dihydro-[1,8]naphthyridine-3-carboxylic acid methoxy-methyl-amide in THF 2 ml, was added 1.09 ml (0.545 mmol) 3,4-dimethoxyphenylmagnesium bromide. The reaction mixture was stirred at room temperature for 30 min, then quenched with saturated solution of NH4Cl, extracted with ethyl acetate and purified with flash chromatography to give the desired pro... Starting materials: [OH-].[Li+] (lithium hydroxide), ClC=1N=C(NC1CC)C(=O)NC1CN(C1)C=1C=C(C(=O)OCC)C=CC1 (Ethyl 3-(3-{[(4-chloro-5-ethyl-1H-imidazol-2-yl)carbonyl]amino}azetidin-1-yl)benzoate), O (Water). Run in CO (methanol). Conditions: time 20 hour. Product: ClC=1N=C(NC1CC)C(=O)NC1CN(C1)C=1C=C(C(=O)O)C=CC1 (3-(3-{[(4-Chloro-5-ethyl-1H-imidazol-2-yl)carbonyl]amino}azetidin-1-yl)benzoic acid). Isolated yield 13.0%. Reaction SMILES: [Cl:1][C:2]1[N:3]=[C:4]([C:9]([NH:11][CH:12]2[CH2:15][N:14]([C:16]3[CH:17]=[C:18]([CH:24]=[CH:25][CH:26]=3)[C:19]([O:21]CC)=[O:20])[CH2:13]2)=[O:10])[NH:5][C:6]=1[CH2:7][CH3:8].[OH-].[Li+].O>CO>[Cl:1][C:2]1[N:3]=[C:4]([C:9]([NH:11][CH:12]2[CH2:15][N:14]([C:16]3[CH:17]=[C:18]([CH:24]=[CH:25][CH:26]=3)[C:19]([OH:21])=[O:20])[CH2:13]2)=[O:10])[NH:5][C:6]=1[CH2:7][CH3:8] |f:1.2|. Procedure: Ethyl 3-(3-{[(4-chloro-5-ethyl-1H-imidazol-2-yl)carbonyl]amino}azetidin-1-yl)benzoate obtained in Example (223c) (84 mg, 0.22 mmol) was dissolved in methanol (2 mL). A 2 N aqueous lithium hydroxide solution (1.11 mL, 2.23 mmol) was added, and the mixture was stirred at room temperature for 20 hours. Water was added to the reaction solution, and then the mixture was washed with ethyl acetate. A 1 N aqueous hydrochloric acid solution was added to the aqueous layer, followed by extraction with a ch...